From a dataset of the Open Reaction Database (ORD), a public repository of structured organic reaction records. describe an organic reaction: reactants, conditions, products, and yield Starting materials: N1CCOCC1 (morpholine), COCCCl (chloroethyl methyl ether). Conditions: time 48 hour. Yields the product COCCN1CCOCC1 (N-2-methoxyethylmorpholine). As a reaction SMILES: [NH:1]1[CH2:6][CH2:5][O:4][CH2:3][CH2:2]1.[CH3:7][O:8][CH2:9][CH2:10]Cl>>[CH3:7][O:8][CH2:9][CH2:10][N:1]1[CH2:6][CH2:5][O:4][CH2:3][CH2:2]1. Procedure: In an autoclave of 100 mL, morpholine (45.0 g, 517 mmol) was made reacted with chloroethyl methyl ether (25.0 g, 265 mmol) at 130 deg C. for 48 hours. Solid salt that was formed was removed by filtration, and residue (filtrate) was subjected to reduced-pressure distillation by using a Vigreux column of 25 cm. Then 1H-NMR measurement of obtained amine is performed, and it was confirmed that chemical shifts, δ (ppm), are 3.53-3.55(m, 4H), 3.33-3.35(m, 2H), 3.17(s, 3H), and 2.36-2.32 (m, 6H), and t... Starting materials: CC(=O)OC(C)=O, CCOCC, [K+], C1CCOC1, [OH-], O, OCCc1ccc(O)cc1. Yields the product CC(=O)Oc1ccc(CCO)cc1. RXN SMILES: [CH3:13][C:14](=[O:15])[O:16][C:17](=[O:18])[CH3:19].[CH3:20][CH2:21][O:22][CH2:23][CH3:24].[K+:2].[O:26]1[CH2:27][CH2:28][CH2:29][CH2:30]1.[OH-:1].[OH2:25].[OH:3][c:4]1[cH:5][cH:6][c:7]([CH2:8][CH2:9][OH:10])[cH:11][cH:12]1>>[O:3]([c:4]1[cH:5][cH:6][c:7]([CH2:8][CH2:9][OH:10])[cH:11][cH:12]1)[C:14]([CH3:13])=[O:15]. The reactants are FC(C=1C=C(C=C(C1)C(F)(F)F)[C@@H](C)O[C@@H]1[C@H]([C@H]2[C@@H](CNC2)CO1)C1=C(C=C(C=C1)F)C)(F)F ((3aS,6R,7R,7aR)-6-{(1R)-1-[3,5-bis(trifluoromethyl)phenyl]ethoxy}-7-(4-fluoro-2-methylphenyl)octahydropyrano[3,4-c]pyrrole), C1(CC(CC1)=O)=O (cyclopentane-1,3-dione). The product is FC(C=1C=C(C=C(C1)C(F)(F)F)[C@@H](C)OC1[C@H]([C@H]2[C@@H](CN(C2)C2=CC(CC2)=O)CO1)C1=C(C=C(C=C1)F)C)(F)F (3-[(3aS,7R,7aR)-6-{(1R)-1-[3,5-bis(Trifluoromethyl)phenyl]ethoxy}-7-(4-fluoro-2-methylphenyl)hexahydropyrano[3,4-c]pyrrol-2(3H)-yl]cyclopent-2-en-1-one). Reaction SMILES: [F:1][C:2]([F:34])([F:33])[C:3]1[CH:4]=[C:5]([C@H:13]([O:15][C@H:16]2[O:24][CH2:23][C@@H:19]3[CH2:20][NH:21][CH2:22][C@H:18]3[C@@H:17]2[C:25]2[CH:30]=[CH:29][C:28]([F:31])=[CH:27][C:26]=2[CH3:32])[CH3:14])[CH:6]=[C:7]([C:9]([F:12])([F:11])[F:10])[CH:8]=1.[C:35]1(=O)[CH2:39][CH2:38][C:37](=[O:40])[CH2:36]1>>[F:34][C:2]([F:1])([F:33])[C:3]1[CH:4]=[C:5]([C@H:13]([O:15][CH:16]2[O:24][CH2:23][C@@H:19]3[CH2:20][N:21]([C:35]4[CH2:39][CH2:38][C:37](=[O:40])[CH:36]=4)[CH2:22][C@H:18]3[C@@H:17]2[C:25]2[CH:30]=[CH:29][C:28]([F:31])=[CH:27][C:26]=2[CH3:32])[CH3:14])[CH:6]=[C:7]([C:9]([F:12])([F:10])[F:11])[CH:8]=1. Procedure: The title compound was prepared from (3aS,6R,7R,7aR)-6-{(1R)-1-[3,5-bis(trifluoromethyl)phenyl]ethoxy}-7-(4-fluoro-2-methylphenyl)octahydropyrano[3,4-c]pyrrole and cyclopentane-1,3-dione according to the procedures used for example 3. MS: (MH)+572. Starting materials: COC(CCC(=O)C1=CC(=CC=C1)F)=O (Methyl-4-(3-fluorophenyl)-4-oxobutanoate), O.NN (hydrazine hydrate), [OH-].[K+] (potassium hydroxide). Run in C(CO)O (ethylene glycol). Yields the product FC=1C=C(C=CC1)CCCC(=O)O (4-(3-Fluorophenyl)butanoic acid). Yield: 70.8%. As a reaction SMILES: C[O:2][C:3](=[O:15])[CH2:4][CH2:5][C:6]([C:8]1[CH:13]=[CH:12][CH:11]=[C:10]([F:14])[CH:9]=1)=O.O.NN.[OH-].[K+]>C(O)CO>[F:14][C:10]1[CH:9]=[C:8]([CH2:6][CH2:5][CH2:4][C:3]([OH:15])=[O:2])[CH:13]=[CH:12][CH:11]=1 |f:1.2,3.4|. Procedure: Methyl-4-(3-fluorophenyl)-4-oxobutanoate (25.27 g), hydrazine hydrate (24.29 cm3) and potassium hydroxide pellets (20.50 g) were dissolved in ethylene glycol (150 cm3) and the mixture was heated at reflux for 1.25 h. The excess hydrazine hydrate was distilled off until the temperature at the still-head reached 160° C. The reaction mixture was then cooled, diluted with water (400 cm3) and the resultant aqueous mass was washed with diethyl ether (2×150 cm3) and then acidified with hydrochloric aci... Reactants: COc1ccc(C(Cl)(c2ccccc2)c2ccc(OC)cc2)cc1, Cc1cn(C2CC(O)C(CO)O2)c(=O)[nH]c1=O, c1ccncc1. The product is COc1ccc(C(OCC2OC(n3cc(C)c(=O)[nH]c3=O)CC2O)(c2ccccc2)c2ccc(OC)cc2)cc1. As a reaction SMILES: [CH3:18][O:19][c:20]1[cH:21][cH:22][c:23]([C:24]([c:25]2[cH:26][cH:27][c:28]([O:31][CH3:32])[cH:29][cH:30]2)([c:33]2[cH:34][cH:35][cH:36][cH:37][cH:38]2)[Cl:39])[cH:40][cH:41]1.[CH3:1][c:2]1[cH:3][n:4]([CH:5]2[CH2:6][CH:7]([OH:8])[CH:9]([CH2:10][OH:11])[O:12]2)[c:13](=[O:14])[nH:15][c:16]1=[O:17].[cH:42]1[cH:43][cH:44][n:45][cH:46][cH:47]1>>[CH3:1][c:2]1[cH:3][n:4]([CH:5]2[CH2:6][CH:7]([OH:8])[CH:9]([CH2:10][O:11][C:24]([c:23]3[cH:22][cH:21][c:20]([O:19][CH3:18])[cH:41][cH:40]3)([c:25]3[cH:26][cH:27][c:28]([O:31][CH3:32])[cH:29][cH:30]3)[c:33]3[cH:34][cH:35][cH:36][cH:37][cH:38]3)[O:12]2)[c:13](=[O:14])[nH:15][c:16]1=[O:17]. Starting materials: Compound II, ClC1=CC=C(CNC(=O)NN(C)CC(=O)O)C=C1 (2-(2-(4-chlorobenzylcarbamoyl)-1-methylhydrazinyl)acetic acid), N[C@@H](CC(=O)OC(C)(C)C)C(=O)N(CC1=CC=CC2=CC=CC=C12)[C@H](C(OCC)OCC)C ((S)-tert-butyl 3-amino-4-(((S)-1,1-diethoxypropan-2-yl)-(naphthalen-1-ylmethyl)amino)-4-oxobutanoate). Yields the product ClC1=CC=C(CNC(=O)NN(C)CC(=O)N[C@@H](CC(=O)OC(C)(C)C)C(=O)N(CC2=CC=CC3=CC=CC=C23)[C@H](C(OCC)OCC)C)C=C1 ((S)-tert-butyl 3-(2-(2-(4-chlorobenzylcarbamoyl)-1-methylhydrazinyl)acetamido)-4-(((S)-1,1-diethoxypropan-2-yl)(naphthalen-1-ylmethyl)amino)-4-oxobutanoate). RXN SMILES: [Cl:1][C:2]1[CH:18]=[CH:17][C:5]([CH2:6][NH:7][C:8]([NH:10][N:11]([CH2:13][C:14]([OH:16])=O)[CH3:12])=[O:9])=[CH:4][CH:3]=1.[NH2:19][C@H:20]([C:29]([N:31]([C@@H:43]([CH3:51])[CH:44]([O:48][CH2:49][CH3:50])[O:45][CH2:46][CH3:47])[CH2:32][C:33]1[C:42]2[C:37](=[CH:38][CH:39]=[CH:40][CH:41]=2)[CH:36]=[CH:35][CH:34]=1)=[O:30])[CH2:21][C:22]([O:24][C:25]([CH3:28])([CH3:27])[CH3:26])=[O:23]>>[Cl:1][C:2]1[CH:3]=[CH:4][C:5]([CH2:6][NH:7][C:8]([NH:10][N:11]([CH2:13][C:14]([NH:19][C@H:20]([C:29]([N:31]([C@@H:43]([CH3:51])[CH:44]([O:48][CH2:49][CH3:50])[O:45][CH2:46][CH3:47])[CH2:32][C:33]2[C:42]3[C:37](=[CH:38][CH:39]=[CH:40][CH:41]=3)[CH:36]=[CH:35][CH:34]=2)=[O:30])[CH2:21][C:22]([O:24][C:25]([CH3:28])([CH3:26])[CH3:27])=[O:23])=[O:16])[CH3:12])=[O:9])=[CH:17][CH:18]=1. Procedure: According to the procedure described in the synthesis method of Compound II-15, 2-(2-(4-chlorobenzylcarbamoyl)-1-methylhydrazinyl)acetic acid (Compound VI-7) 89 mg (0.33 mmol) was coupled with (S)-tert-butyl 3-amino-4-(((S)-1,1-diethoxypropan-2-yl)-(naphthalen-1-ylmethyl)amino)-4-oxobutanoate (Compound IV-16) 100 mg (0.22 mmol) to obtain the title compound. Reactants: C(C1=CC=CC=C1)N1N=C(C2=CC=CC=C12)OS(=O)(=O)C1=CC=C(C=C1)C (toluene-4-sulfonic acid 1-benzyl-1H-indazol-3-yl ester), C1(=CC=CC=C1)C#C (phenylacetylene). Solvent: CCCCCCC.C(Cl)Cl (heptane DCM). Yields the product C(C1=CC=CC=C1)N1N=C(C2=CC=CC=C12)C#CC1=CC=CC=C1 (1-Benzyl-3-phenylethynyl-1H-indazole). RXN SMILES: [CH2:1]([N:8]1[C:16]2[C:11](=[CH:12][CH:13]=[CH:14][CH:15]=2)[C:10](OS(C2C=CC(C)=CC=2)(=O)=O)=[N:9]1)[C:2]1[CH:7]=[CH:6][CH:5]=[CH:4][CH:3]=1.[C:28]1([C:34]#[CH:35])[CH:33]=[CH:32][CH:31]=[CH:30][CH:29]=1>CCCCCCC.C(Cl)Cl>[CH2:1]([N:8]1[C:16]2[C:11](=[CH:12][CH:13]=[CH:14][CH:15]=2)[C:10]([C:35]#[C:34][C:28]2[CH:33]=[CH:32][CH:31]=[CH:30][CH:29]=2)=[N:9]1)[C:2]1[CH:3]=[CH:4][CH:5]=[CH:6][CH:7]=1 |f:2.3|. Reported procedure: This product was prepared from toluene-4-sulfonic acid 1-benzyl-1H-indazol-3-yl ester and phenylacetylene following the general procedure for the Sonogashira cross-coupling reaction described above. Chromatography eluent: heptane/DCM 1:1; yield (9.25 mg, 6%); 1H NMR δ (CDCl3): 7.92 (d, J=7.92 Hz, 1H), 7.4-7.17 (m, 13H), 5.5 (s, 2H); LCMS m/z: 308.